From a dataset of the Open Reaction Database (ORD), a public repository of structured organic reaction records. describe an organic reaction: reactants, conditions, products, and yield Starting materials: ClCCl, CN1CCNCC1, COC(=O)c1scc(CBr)c1Cl. Product: COC(=O)c1scc(CN2CCN(C)CC2)c1Cl. As a reaction SMILES: [CH2:20]([Cl:21])[Cl:22].[CH3:13][N:14]1[CH2:15][CH2:16][NH:17][CH2:18][CH2:19]1.[CH3:1][O:2][C:3](=[O:4])[c:5]1[s:6][cH:7][c:8]([CH2:11][Br:12])[c:9]1[Cl:10]>>[CH3:1][O:2][C:3](=[O:4])[c:5]1[s:6][cH:7][c:8]([CH2:11][N:17]2[CH2:16][CH2:15][N:14]([CH3:13])[CH2:19][CH2:18]2)[c:9]1[Cl:10].